Dataset: the Open Reaction Database (ORD), a public repository of structured organic reaction records. Task: describe an organic reaction: reactants, conditions, products, and yield The reactants are ClC1=NC=CC=N1 (2-chloropyrimidine), 15.26, ClC=1C=C(C=CC1Cl)Br (3,4-dichloro-bromobenzene), C(C)(C)(C)[Li] (tert-butyllithium), C(#N)C1=C(C(=O)C(=C(C1=O)Cl)Cl)C#N (DDQ). Solvent: O (H2O), CCOC(=O)C (EtOAc), C1CCOC1 (THF), O (H2O), CC(=O)O (HOAc), C1CCOC1 (THF), CCOCC (ether), C1CCOC1 (THF). Conditions: temperature -90 celsius, time 2 hour. The product is ClC=1C=C(C=CC1Cl)C1=NC(=NC=C1)Cl (4-(3,4-dichlorophenyl)-2-chloropyrimidine). Isolated yield 20.0%. Reaction SMILES: [Cl:1][C:2]1[CH:3]=[C:4](Br)[CH:5]=[CH:6][C:7]=1[Cl:8].C([Li])(C)(C)C.[Cl:15][C:16]1[N:21]=[CH:20][CH:19]=[CH:18][N:17]=1.C(C1C(=O)C(Cl)=C(Cl)C(=O)C=1C#N)#N>CCOCC.C1COCC1.O.CCOC(C)=O.CC(O)=O>[Cl:1][C:2]1[CH:3]=[C:4]([C:18]2[CH:19]=[CH:20][N:21]=[C:16]([Cl:15])[N:17]=2)[CH:5]=[CH:6][C:7]=1[Cl:8]. Procedure details: To a 1 L 3-neck flask fitted with an addition funnel, N2 inlet, magnetic stir bar and thermometer was added 15.26 (0.067 mol) of 3,4-dichloro-bromobenzene in 50-75 mL of anhydrous ether. The reaction was cooled to −90° C. and 96 mL of tert-butyllithium (1.7 M solution in pentane) slowly was added over a 0.5 hr while maintaining the temperature below −70° C. The reaction temperature was cooled to −80 to −90° C. and 2-chloropyrimidine (9.10 gm, 0.08 mol) dissolved in anhydrous THF was added. The r... Starting materials: C1CN1, CCOC(C)=O, NC(=O)c1c([N+](=O)[O-])ccc(Cl)c1[N+](=O)[O-]. Yields the product NC(=O)c1c([N+](=O)[O-])ccc(N2CC2)c1[N+](=O)[O-]. Reaction SMILES: [CH2:17]1[CH2:18][NH:19]1.[CH3:20][CH2:21][O:22][C:23]([CH3:24])=[O:25].[Cl:1][c:2]1[c:3]([N+:14](=[O:15])[O-:16])[c:4]([C:5](=[O:6])[NH2:7])[c:8]([N+:11](=[O:12])[O-:13])[cH:9][cH:10]1>>[c:2]1([N:19]2[CH2:17][CH2:18]2)[c:3]([N+:14](=[O:15])[O-:16])[c:4]([C:5](=[O:6])[NH2:7])[c:8]([N+:11](=[O:12])[O-:13])[cH:9][cH:10]1. The reactants are CCNC(=O)c1ccc(-n2nnc(C(=O)NCCO)c2COc2cccc(F)c2)cc1, O=C1CCC(=O)O1, c1ccncc1. The product is CCNC(=O)c1ccc(-n2nnc(C(=O)NCCOC(=O)CCC(=O)O)c2COc2cccc(F)c2)cc1. RXN SMILES: [CH2:1]([CH3:2])[NH:3][C:4](=[O:5])[c:6]1[cH:7][cH:8][c:9](-[n:12]2[n:13][n:14][c:15]([C:26](=[O:27])[NH:28][CH2:29][CH2:30][OH:31])[c:16]2[CH2:17][O:18][c:19]2[cH:20][c:21]([F:25])[cH:22][cH:23][cH:24]2)[cH:10][cH:11]1.[O:32]1[C:33](=[O:38])[CH2:34][CH2:35][C:36]1=[O:37].[cH:39]1[cH:40][cH:41][n:42][cH:43][cH:44]1>>[CH2:1]([CH3:2])[NH:3][C:4](=[O:5])[c:6]1[cH:7][cH:8][c:9](-[n:12]2[n:13][n:14][c:15]([C:26](=[O:27])[NH:28][CH2:29][CH2:30][O:31][C:36]([CH2:35][CH2:34][C:33](=[O:32])[OH:38])=[O:37])[c:16]2[CH2:17][O:18][c:19]2[cH:20][c:21]([F:25])[cH:22][cH:23][cH:24]2)[cH:10][cH:11]1. Starting materials: O(C1=CC=CC=C1)C1=CC=C(C#N)C=C1 (4-phenoxybenzonitrile), NO (hydroxylamine). Solvent: C(C)O (ethanol). Product: O\N=C(\C1=CC=C(C=C1)OC1=CC=CC=C1)/N ((Z)-N′-hydroxy-4-phenoxybenzamidine). As a reaction SMILES: [O:1]([C:8]1[CH:15]=[CH:14][C:11]([C:12]#[N:13])=[CH:10][CH:9]=1)[C:2]1[CH:7]=[CH:6][CH:5]=[CH:4][CH:3]=1.[NH2:16][OH:17]>C(O)C>[OH:17]/[N:16]=[C:12](\[NH2:13])/[C:11]1[CH:10]=[CH:9][C:8]([O:1][C:2]2[CH:7]=[CH:6][CH:5]=[CH:4][CH:3]=2)=[CH:15][CH:14]=1. Procedure: In ethanol (5.0 mL), was combined 4-phenoxybenzonitrile (200 mg, 1.02 mmol) and hydroxylamine (250 μL, 4.09 mmol). The mixture was refluxed for 3 hours. The reaction was cooled and then concentrated in vacuo to give the product, which was taken to the next step without further purification (quantitative yield). 1H NMR (500 MHz, CDCL3) δ(ppm): 4.87 (2H, bs), 7.01 (2H, d, J=9.0 Hz), 7.03 (2H, dd, J=8.7, 1.1 Hz), 7.15 (2H, tt, J=7.4, 1.1 Hz), 7.36 (2H, dd, J=8.6, 7.3 Hz), 7.59 (2H, d, J=9.0 Hz). 13... Reactants: CC(C)(C)O, CC(=O)[CH-]C(C)=O, N=O, O, OO, CC1(C)CC(O)CC(C)(C)N1O, O=S(=O)(O)O. The product is CC(C)(O)CON1C(C)(C)CC(O)CC1(C)C. As a reaction SMILES: [C:29]([CH3:30])([CH3:31])([CH3:32])[OH:33].[CH-:15]([C:16](=[O:17])[CH3:18])[C:19](=[O:20])[CH3:21].[NH:27]=[O:28].[OH2:34].[OH:13][OH:14].[OH:1][CH:2]1[CH2:3][C:4]([CH3:11])([CH3:12])[N:5]([OH:10])[C:6]([CH3:8])([CH3:9])[CH2:7]1.[S:22](=[O:23])(=[O:24])([OH:25])[OH:26]>>[OH:1][CH:2]1[CH2:3][C:4]([CH3:11])([CH3:12])[N:5]([O:10][CH2:30][C:29]([CH3:31])([CH3:32])[OH:33])[C:6]([CH3:8])([CH3:9])[CH2:7]1. Reactants: O=C([O-])[O-], CC(C)=O, CCOC(=O)CCl, [Cs+], [Cs+], Cc1cc(O)cc(C)c1C=O. Yields the product CCOC(=O)COc1cc(C)c(C=O)c(C)c1. Reaction SMILES: [C:19](=[O:20])([O-:21])[O-:22].[CH3:25][C:26](=[O:27])[CH3:28].[Cl:12][CH2:13][C:14](=[O:15])[O:16][CH2:17][CH3:18].[Cs+:23].[Cs+:24].[OH:1][c:2]1[cH:3][c:4]([CH3:11])[c:5]([CH:6]=[O:7])[c:8]([CH3:10])[cH:9]1>>[O:1]([c:2]1[cH:3][c:4]([CH3:11])[c:5]([CH:6]=[O:7])[c:8]([CH3:10])[cH:9]1)[CH2:13][C:14](=[O:15])[O:16][CH2:17][CH3:18].